Dataset: the Open Reaction Database (ORD), a public repository of structured organic reaction records. Task: describe an organic reaction: reactants, conditions, products, and yield RXN SMILES: [Br:1][C:2]1[C:11]([F:12])=[CH:10][C:5]([C:6]([O:8]C)=O)=[C:4]([CH2:13]Br)[CH:3]=1.[CH:15]([NH2:18])([CH3:17])[CH3:16]>>[Br:1][C:2]1[CH:3]=[C:4]2[C:5](=[CH:10][C:11]=1[F:12])[C:6](=[O:8])[N:18]([CH:15]([CH3:17])[CH3:16])[CH2:13]2. Yields the product BrC=1C=C2CN(C(C2=CC1F)=O)C(C)C (5-bromo-6-fluoro-2-isopropylisoindolin-1-one). Procedure: This compound was prepared using procedures analogous to those described for the synthesis of Example 52, Step 6 starting from methyl 4-bromo-2-(bromomethyl)-5-fluorobenzoate and isopropylamine. LC/MS: (M+H)+=271.9/273.9. The reactants are BrC1=CC(=C(C(=O)OC)C=C1F)CBr (methyl 4-bromo-2-(bromomethyl)-5-fluorobenzoate), C(C)(C)N (isopropylamine). The reactants are ClC1=C2C(=NC(=N1)N)NN=C2 (4-chloro-1H-pyrazolo[3,4-d]pyrimidin-6-ylamine), ClC1=C(C(=NC=C1C)CCl)C (4-chloro-2-chloromethyl-3,5-dimethyl-pyridine), C(=O)([O-])[O-].[Cs+].[Cs+] (Cs2CO3), CN(C)C=O (DMF). The solvent is CCOC(=O)C (EtOAc). Conditions: temperature 80 celsius. Yields the product ClC1=C2C(=NC(=N1)N)N(N=C2)CC2=NC=C(C(=C2C)Cl)C (4-Chloro-1-(4-chloro-3,5-dimethyl-pyridin-2-ylmethyl)-1H-pyrazolo[3,4-d]pyrimidin-6-ylamine). As a reaction SMILES: [Cl:1][C:2]1[N:7]=[C:6]([NH2:8])[N:5]=[C:4]2[NH:9][N:10]=[CH:11][C:3]=12.[Cl:12][C:13]1[C:18]([CH3:19])=[CH:17][N:16]=[C:15]([CH2:20]Cl)[C:14]=1[CH3:22].C([O-])([O-])=O.[Cs+].[Cs+].CN(C=O)C>CCOC(C)=O>[Cl:1][C:2]1[N:7]=[C:6]([NH2:8])[N:5]=[C:4]2[N:9]([CH2:20][C:15]3[C:14]([CH3:22])=[C:13]([Cl:12])[C:18]([CH3:19])=[CH:17][N:16]=3)[N:10]=[CH:11][C:3]=12 |f:2.3.4|. Procedure details: A mixture of 4-chloro-1H-pyrazolo[3,4-d]pyrimidin-6-ylamine (158 mg), crude 4-chloro-2-chloromethyl-3,5-dimethyl-pyridine (204 mg), Cs2CO3 (660 mg) and DMF was heated to 80° C. for 1.5 h, diluted with EtOAc and washed with water. The crude material was concentrated and suspended in MeOH/DCM. Filtration gave a 2:1 mixture of regioisomers which was further purified by preparative silica gel plate (EtOAc 100%). The major (less polar) isomer corresponded to the title compound. R.t. 5.45 min. 1H-NMR ... Starting materials: COC(=O)C(C)(Cc1ccccc1)NC(=O)c1cc2cc(Cl)ccc2[nH]1, [Li+], C1CCOC1, [OH-]. The product is CC(Cc1ccccc1)(NC(=O)c1cc2cc(Cl)ccc2[nH]1)C(=O)O. As a reaction SMILES: [CH3:3][O:4][C:5]([C:6]([CH2:7][c:8]1[cH:9][cH:10][cH:11][cH:12][cH:13]1)([CH3:14])[NH:15][C:16](=[O:17])[c:18]1[nH:19][c:20]2[cH:21][cH:22][c:23]([Cl:27])[cH:24][c:25]2[cH:26]1)=[O:28].[Li+:2].[O:29]1[CH2:30][CH2:31][CH2:32][CH2:33]1.[OH-:1]>>[O:4]=[C:5]([C:6]([CH2:7][c:8]1[cH:9][cH:10][cH:11][cH:12][cH:13]1)([CH3:14])[NH:15][C:16](=[O:17])[c:18]1[nH:19][c:20]2[cH:21][cH:22][c:23]([Cl:27])[cH:24][c:25]2[cH:26]1)[OH:28]. Reactants: CC1(C)CCN(c2ccc(CNC(=O)OC(C)(C)C)cc2C#N)CC1, CCOCC, Cl. Yields the product CC1(C)CCN(c2ccc(CN)cc2C#N)CC1, Cl. RXN SMILES: [C:1](#[N:2])[c:3]1[cH:4][c:5]([CH2:6][NH:7][C:8](=[O:9])[O:10][C:11]([CH3:12])([CH3:13])[CH3:14])[cH:15][cH:16][c:17]1[N:18]1[CH2:19][CH2:20][C:21]([CH3:24])([CH3:25])[CH2:22][CH2:23]1.[CH3:27][CH2:28][O:29][CH2:30][CH3:31].[ClH:26]>>[C:1](#[N:2])[c:3]1[cH:4][c:5]([CH2:6][NH2:7])[cH:15][cH:16][c:17]1[N:18]1[CH2:19][CH2:20][C:21]([CH3:24])([CH3:25])[CH2:22][CH2:23]1.[ClH:26]. Starting materials: ClC=1N=NC(=CC1)C1=C(C=CC=C1)O (3-chloro-6-(2-hydroxyphenyl)pyridazine), C(Br)C1CO1 (epibromohydrin), C([O-])([O-])=O.[K+].[K+] (potassium carbonate). The solvent is CC(CC)=O (butane-2-one). Yields the product ClC=1N=NC(=CC1)C1=C(C=CC=C1)OCC1CO1 (3-chloro-6-(2-epoxypropoxyphenyl)pyridazine). As a reaction SMILES: [Cl:1][C:2]1[N:3]=[N:4][C:5]([C:8]2[CH:13]=[CH:12][CH:11]=[CH:10][C:9]=2[OH:14])=[CH:6][CH:7]=1.[CH2:15]([CH:17]1[O:19][CH2:18]1)Br.C(=O)([O-])[O-].[K+].[K+]>CC(=O)CC>[Cl:1][C:2]1[N:3]=[N:4][C:5]([C:8]2[CH:13]=[CH:12][CH:11]=[CH:10][C:9]=2[O:14][CH2:15][CH:17]2[O:19][CH2:18]2)=[CH:6][CH:7]=1 |f:2.3.4|. Procedure: A mixture of 3-chloro-6-(2-hydroxyphenyl)pyridazine (2.69 g.), epibromohydrin (4.5 ml.), anhydrous potassium carbonate (3.6 g.) and dry butane-2-one (100 ml.) was stirred and heated under reflux for 16 hours. The mixture was filtered and the filtrate was evaporated to dryness and the residue was twice recrystallized from ethanol to give 3-chloro-6-(2-epoxypropoxyphenyl)pyridazine, m.p. 118°-119°.